This data is from the Open Reaction Database (ORD), a public repository of structured organic reaction records. The task is: describe an organic reaction: reactants, conditions, products, and yield The reactants are C(C)N (Ethylamine), OC=C1C(C(OC1(C)C)(C)C)=O (4-hydroxymethylene-dihydro-2,2,5,5-tetramethyl-3(2H)furanone). The yield is 65.0%. The product is CC1(OC(C(C1=O)=CNCC)(C)C)C (dihydro-2,2,5,5-tetramethyl-4-ethylaminomethylene-3(2H)furanone). Run in C(Cl)(Cl)Cl (chloroform). Reported procedure: Ethylamine gas was bubbled through a solution of 4-hydroxymethylene-dihydro-2,2,5,5-tetramethyl-3(2H)furanone (4.0 g, 24 mmol) in 50 mL of chloroform at room temperature for 15 min. The solvents were evaporated and the residue was recrystallized from hexanes to give 3.0 g (65%) of dihydro-2,2,5,5-tetramethyl-4-ethylaminomethylene-3(2H)furanone as a light brown solid. RXN SMILES: [CH2:1]([NH2:3])[CH3:2].O[CH:5]=[C:6]1[C:10]([CH3:12])([CH3:11])[O:9][C:8]([CH3:14])([CH3:13])[C:7]1=[O:15]>C(Cl)(Cl)Cl>[CH3:13][C:8]1([CH3:14])[C:7](=[O:15])[C:6](=[CH:5][NH:3][CH2:1][CH3:2])[C:10]([CH3:12])([CH3:11])[O:9]1. The reactants are C(OC)(OC)OC (trimethyl orthoformate), ClC1=C(C=C(C=C1N1CCC(CC1)=O)C#N)NC1=NN2C(C(=N1)N(CC1=CC=C(C=C1)OC)C1CC1)=NC=C2C#N (2-((2-chloro-5-cyano-3-(4-oxopiperidin-1-yl)phenyl)amino)-4-(cyclopropyl(4-methoxybenzyl)amino)imidazo[2,1-f][1,2,4]triazine-7-carbonitrile), ClC1=C(C=C(C=C1N1CCC(CC1)=O)C#N)NC1=NN2C(C(=N1)N(CC1=CC=C(C=C1)OC)C1CC1)=NC=C2C#N (2-((2-chloro-5-cyano-3-(4-oxopiperidin-1-yl)phenyl)amino)-4-(cyclopropyl(4-methoxybenzyl)amino)imidazo[2,1-f][1,2,4]triazine-7-carbonitrile), FC1(CC(C1)N)F (3,3-difluorocyclobutanamine), C(#N)[BH3-].[Na+] (Sodium cyanoborohydride). Solvent: CO (methanol), O1CCCC1 (tetrahydrofuran), O (water), CO (methanol). The product is ClC1=C(C=C(C=C1N1CCC(CC1)NC1CC(C1)(F)F)C#N)NC1=NN2C(C(=N1)NC1CC1)=NC=C2C#N (2-((2-chloro-5-cyano-3-(4-((3,3-difluorocyclobutyl)amino)piperidin-1-yl)phenyl)amino)-4-(cyclopropylamino)imidazo[2,1-f][1,2,4]triazine-7-carbonitrile). As a reaction SMILES: [Cl:1][C:2]1[C:7]([N:8]2[CH2:13][CH2:12][C:11](=O)[CH2:10][CH2:9]2)=[CH:6][C:5]([C:15]#[N:16])=[CH:4][C:3]=1[NH:17][C:18]1[N:23]=[C:22]([N:24]([CH:34]2[CH2:36][CH2:35]2)CC2C=CC(OC)=CC=2)[C:21]2=[N:37][CH:38]=[C:39]([C:40]#[N:41])[N:20]2[N:19]=1.[F:42][C:43]1([F:48])[CH2:46][CH:45]([NH2:47])[CH2:44]1.C(OC)(OC)OC.C([BH3-])#N.[Na+]>CO.O1CCCC1.O>[Cl:1][C:2]1[C:7]([N:8]2[CH2:9][CH2:10][CH:11]([NH:47][CH:45]3[CH2:46][C:43]([F:48])([F:42])[CH2:44]3)[CH2:12][CH2:13]2)=[CH:6][C:5]([C:15]#[N:16])=[CH:4][C:3]=1[NH:17][C:18]1[N:23]=[C:22]([NH:24][CH:34]2[CH2:35][CH2:36]2)[C:21]2=[N:37][CH:38]=[C:39]([C:40]#[N:41])[N:20]2[N:19]=1 |f:3.4|. Reported procedure: To a vial charged with 2-((2-chloro-5-cyano-3-(4-oxopiperidin-1-yl)phenyl)amino)-4-(cyclopropyl(4-methoxybenzyl)amino)imidazo[2,1-f][1,2,4]triazine-7-carbonitrile (Intermediate 13) (30 mg, 0.053 mmol) and 3,3-difluorocyclobutanamine (6.79 mg, 0.063 mmol) in methanol (132 μl) and tetrahydrofuran (132 μl) was added trimethyl orthoformate (58.4 μl, 0.528 mmol). The reaction mixture was stirred at room temperature. Sodium cyanoborohydride (6.64 mg, 0.106 mmol) was added and the reaction mixture was ...